From a dataset of the Open Reaction Database (ORD), a public repository of structured organic reaction records. describe an organic reaction: reactants, conditions, products, and yield Starting materials: C(C)NCCNC(=O)C=1NC2=CC=C(C=C2C1)NC(=O)C=1NC2=CC=C(C=C2C1)C(=O)NC=1C=C2C=C(NC2=CC1)C(NCCNCC)=O (1H-Indole-2,5-dicarboxylic acid bis-{[2-(2-ethylamino-ethylcarbamoyl)-1H-indol-5-yl]-amide}), compound 83, FC1=C(C(=C(C(=C1NC(=O)C=1NC2=CC=C(C=C2C1)C(=O)NC1=C(C(=C(C(=C1F)F)F)F)F)F)F)F)F (1H-Indole-2,5-dicarboxylic acid bis-(pentafluorophenyl-amide)), CC(C)(C)OC(N(CCC)CCNC(=O)C=1NC2=CC=C(C=C2C1)[N+](=O)[O-])=O ((2-{[1-(5-Nitro-1H-indol-2-yl)-methanoyl]-amino}-ethyl)-propyl-carbamic acid dimethyl-ethyl ester). Product: C(CC)NCCNC(=O)C=1NC2=CC=C(C=C2C1)NC(=O)C=1NC2=CC=C(C=C2C1)C(=O)NC=1C=C2C=C(NC2=CC1)C(NCCNCCC)=O (1H-Indole-2,5-dicarboxylic acid bis-{[2-(2-propylamino-ethylcarbamoyl)-1H-indol-5-yl]-amide}). As a reaction SMILES: CC(OC(=O)[N:7]([CH2:11][CH2:12][NH:13][C:14]([C:16]1[NH:17][C:18]2[C:23]([CH:24]=1)=[CH:22][C:21]([N+:25]([O-])=O)=[CH:20][CH:19]=2)=[O:15])[CH2:8][CH2:9][CH3:10])(C)C.C([NH:31][CH2:32][CH2:33][NH:34][C:35]([C:37]1[NH:38][C:39]2[C:44]([CH:45]=1)=[CH:43][C:42]([NH:46][C:47]([C:49]1[NH:50][C:51]3[C:56]([CH:57]=1)=[CH:55][C:54]([C:58](NC1C=C4C(=CC=1)NC(C(=O)NCCNCC)=C4)=[O:59])=[CH:53][CH:52]=3)=[O:48])=[CH:41][CH:40]=2)=[O:36])C.F[C:79]1[C:84](NC(C2NC3C(C=2)=CC(C(NC2C(F)=C(F)C(F)=C(F)C=2F)=O)=CC=3)=O)=C(F)C(F)=C(F)[C:80]=1F>>[CH2:80]([NH:31][CH2:32][CH2:33][NH:34][C:35]([C:37]1[NH:38][C:39]2[C:44]([CH:45]=1)=[CH:43][C:42]([NH:46][C:47]([C:49]1[NH:50][C:51]3[C:56]([CH:57]=1)=[CH:55][C:54]([C:58]([NH:25][C:21]1[CH:22]=[C:23]4[C:18](=[CH:19][CH:20]=1)[NH:17][C:16]([C:14](=[O:15])[NH:13][CH2:12][CH2:11][NH:7][CH2:8][CH2:9][CH3:10])=[CH:24]4)=[O:59])=[CH:53][CH:52]=3)=[O:48])=[CH:41][CH:40]=2)=[O:36])[CH2:79][CH3:84]. Reported procedure: Compound 82 (131.2 mg, 0.336 mmol) was reduced to 83 by hydrogenation according to general procedure A in example 10. Similar procedure as described for the preparation of 76 from condensation of compound 83 with 1H-indole-2,5-dicarboxylic acid bis-(pentafluorophenyl-amide) 74 (45 mg, 0.084 mmol) followed deprotection of Boc group and purification by HPLC gave GL496564 (39.4 mg, 63%). ESI MS: 690.31 (M+H+), 345.66 (M/2+H+). Starting materials: OBO, Brc1ccccc1, Fc1cc(-c2cc(C(F)(F)F)nc(Cl)n2)ccc1C(F)(F)F. Product: Fc1cc(-c2cc(C(F)(F)F)nc(-c3cccc(Br)c3)n2)ccc1C(F)(F)F. Reaction SMILES: [BH:23]([OH:24])[OH:25].[Br:26][c:27]1[cH:28][cH:29][cH:30][cH:31][cH:32]1.[Cl:1][c:2]1[n:3][c:4]([C:19]([F:20])([F:21])[F:22])[cH:5][c:6](-[c:8]2[cH:9][c:10]([F:18])[c:11]([C:14]([F:15])([F:16])[F:17])[cH:12][cH:13]2)[n:7]1>>[c:2]1(-[c:31]2[cH:30][cH:29][cH:28][c:27]([Br:26])[cH:32]2)[n:3][c:4]([C:19]([F:20])([F:21])[F:22])[cH:5][c:6](-[c:8]2[cH:9][c:10]([F:18])[c:11]([C:14]([F:15])([F:16])[F:17])[cH:12][cH:13]2)[n:7]1. The reactants are CC(C)(C)OC(=O)NC1CCN(CCOS(C)(=O)=O)CC1, O=c1ccc2ccc(Cl)nc2[nH]1, [H-], [Na+], CN(C)C=O, O. The product is CC(C)(C)OC(=O)NC1CCN(CCn2c(=O)ccc3ccc(Cl)nc32)CC1. RXN SMILES: [CH3:20][S:21]([O:22][CH2:25][CH2:26][N:27]1[CH2:28][CH2:29][CH:30]([NH:33][C:34](=[O:35])[O:36][C:37]([CH3:38])([CH3:39])[CH3:40])[CH2:31][CH2:32]1)(=[O:23])=[O:24].[Cl:1][c:2]1[cH:3][cH:4][c:5]2[cH:6][cH:7][c:8](=[O:12])[nH:9][c:10]2[n:11]1.[H-:18].[Na+:19].[O:13]=[CH:14][N:15]([CH3:16])[CH3:17].[OH2:41]>>[Cl:1][c:2]1[cH:3][cH:4][c:5]2[cH:6][cH:7][c:8](=[O:12])[n:9]([CH2:25][CH2:26][N:27]3[CH2:28][CH2:29][CH:30]([NH:33][C:34](=[O:35])[O:36][C:37]([CH3:38])([CH3:39])[CH3:40])[CH2:31][CH2:32]3)[c:10]2[n:11]1. The reactants are CC(=O)OC(C)=O, Cc1ccccc1C(=O)Nc1ccc(C(=O)N2CCCC(CCN)c3cc(Cl)ccc32)cn1, O, c1ccncc1. Product: CC(=O)NCCC1CCCN(C(=O)c2ccc(NC(=O)c3ccccc3C)nc2)c2ccc(Cl)cc21. RXN SMILES: [CH3:34][C:35](=[O:36])[O:37][C:38](=[O:39])[CH3:40].[Cl:1][c:2]1[cH:3][cH:4][c:5]2[c:6]([cH:33]1)[CH:7]([CH2:30][CH2:31][NH2:32])[CH2:8][CH2:9][CH2:10][N:11]2[C:12]([c:13]1[cH:14][n:15][c:16]([NH:19][C:20]([c:21]2[c:22]([CH3:27])[cH:23][cH:24][cH:25][cH:26]2)=[O:28])[cH:17][cH:18]1)=[O:29].[OH2:41].[cH:42]1[cH:43][cH:44][n:45][cH:46][cH:47]1>>[Cl:1][c:2]1[cH:3][cH:4][c:5]2[c:6]([cH:33]1)[CH:7]([CH2:30][CH2:31][NH:32][C:35]([CH3:34])=[O:36])[CH2:8][CH2:9][CH2:10][N:11]2[C:12]([c:13]1[cH:14][n:15][c:16]([NH:19][C:20]([c:21]2[c:22]([CH3:27])[cH:23][cH:24][cH:25][cH:26]2)=[O:28])[cH:17][cH:18]1)=[O:29]. Reactants: C1(CC1)C=1C=CC(=NC1OCC1CC1)C(=O)O (5-cyclopropyl-6-cyclopropylmethoxy-pyridine-2-carboxylic acid), N1(CCCCC1)N (1-piperidinamine). Product: N1(CCCCC1)NC(=O)C1=NC(=C(C=C1)C1CC1)OCC1CC1 (5-Cyclopropyl-6-cyclopropylmethoxy-pyridine-2-carboxylic acid piperidin-1-ylamide). RXN SMILES: [CH:1]1([C:4]2[CH:5]=[CH:6][C:7]([C:15]([OH:17])=O)=[N:8][C:9]=2[O:10][CH2:11][CH:12]2[CH2:14][CH2:13]2)[CH2:3][CH2:2]1.[N:18]1([NH2:24])[CH2:23][CH2:22][CH2:21][CH2:20][CH2:19]1>>[N:18]1([NH:24][C:15]([C:7]2[CH:6]=[CH:5][C:4]([CH:1]3[CH2:2][CH2:3]3)=[C:9]([O:10][CH2:11][CH:12]3[CH2:13][CH2:14]3)[N:8]=2)=[O:17])[CH2:23][CH2:22][CH2:21][CH2:20][CH2:19]1. Reported procedure: The title compound was synthesized in analogy to Example 1, using 5-cyclopropyl-6-cyclopropylmethoxy-pyridine-2-carboxylic acid and 1-piperidinamine (CAN 2213-43-6) as starting materials, MS (LC/MS): 316.2 [M+H]+.